Dataset: the Open Reaction Database (ORD), a public repository of structured organic reaction records. Task: describe an organic reaction: reactants, conditions, products, and yield Reactants: C(CCCCCCC)O (1-octanol), N1=C(C=NC=C1)C(=O)O (pyrazinecarboxylic acid). The reagents and catalysts are S(O)(O)(=O)=O (sulfuric acid). Run at time 8 hour. Product: N1=C(C=NC=C1)C(=O)OCCCCCCCC (octyl pyrazinecarboxylate). Yield: 88.2%. Reaction SMILES: [CH2:1]([OH:9])[CH2:2][CH2:3][CH2:4][CH2:5][CH2:6][CH2:7][CH3:8].[N:10]1[CH:15]=[CH:14][N:13]=[CH:12][C:11]=1[C:16](O)=[O:17]>S(=O)(=O)(O)O>[N:10]1[CH:15]=[CH:14][N:13]=[CH:12][C:11]=1[C:16]([O:9][CH2:1][CH2:2][CH2:3][CH2:4][CH2:5][CH2:6][CH2:7][CH3:8])=[O:17]. Procedure details: A four-necked flask was charged with 426 g (3.271 mole) of 1-octanol, 100 g (0.806 mole) of pyrazinecarboxylic acid and 5.0 g (0.05 mole) of concentrated sulfuric acid and the internal temperature was maintained under stirring at 97°-100° C. for 8 hours. The reaction mixture was then cooled and transferred to a separatory funnel, in which it was washed with two portions, or a total of 330 g, of 8% aqueous solution of sodium carbonate. The oil layer which separated was washed with water and subje... Starting materials: BrC=1C=NC=C(C1)OC[C@H]1N(CCC1)C(=O)OC(C)(C)C (3-bromo-5-[[1-(tert-butoxycarbonyl)-2(S)-pyrrolidinyl]methoxy]pyridine), C1NCC2=CC=CC=C12 (isoindoline), CC(C)([O-])C.[Na+] (sodium tert-butoxide). Reagents/catalysts: C=1C=CC(=CC1)/C=C/C(=O)/C=C/C2=CC=CC=C2.C=1C=CC(=CC1)/C=C/C(=O)/C=C/C2=CC=CC=C2.C=1C=CC(=CC1)/C=C/C(=O)/C=C/C2=CC=CC=C2.[Pd].[Pd] (tris(dibenzylideneacetone)dipalladium(0)), C1(=CC=CC=C1)P(C1=CC=CC=2C(C3=CC=CC(=C3OC12)P(C1=CC=CC=C1)C1=CC=CC=C1)(C)C)C1=CC=CC=C1 (4,5-bis(diphenylphosphino)-9,9-dimethylxanthene). Solvent: C1(=CC=CC=C1)C (toluene). Reaction conditions: temperature 99 celsius. Yields the product C(C)(C)(C)OC(=O)N1[C@@H](CCC1)COC=1C=NC=C(C1)N1CC2=CC=CC=C2C1 (3-[[1-(tert-Butoxycarbonyl)-2(S)-pyrrolidinyl]methoxy]-5-(1,3-dihydro-2H-isoindol-2-yl)pyridine). Isolated yield 67.8%. As a reaction SMILES: Br[C:2]1[CH:3]=[N:4][CH:5]=[C:6]([O:8][CH2:9][C@@H:10]2[CH2:14][CH2:13][CH2:12][N:11]2[C:15]([O:17][C:18]([CH3:21])([CH3:20])[CH3:19])=[O:16])[CH:7]=1.[CH2:22]1[C:30]2[C:25](=[CH:26][CH:27]=[CH:28][CH:29]=2)[CH2:24][NH:23]1.CC(C)([O-])C.[Na+]>C1(C)C=CC=CC=1.C1C=CC(/C=C/C(/C=C/C2C=CC=CC=2)=O)=CC=1.C1C=CC(/C=C/C(/C=C/C2C=CC=CC=2)=O)=CC=1.C1C=CC(/C=C/C(/C=C/C2C=CC=CC=2)=O)=CC=1.[Pd].[Pd].C1(P(C2C=CC=CC=2)C2C3OC4C(=CC=CC=4P(C4C=CC=CC=4)C4C=CC=CC=4)C(C)(C)C=3C=CC=2)C=CC=CC=1>[C:18]([O:17][C:15]([N:11]1[CH2:12][CH2:13][CH2:14][C@H:10]1[CH2:9][O:8][C:6]1[CH:5]=[N:4][CH:3]=[C:2]([N:23]2[CH2:24][C:25]3[C:30](=[CH:29][CH:28]=[CH:27][CH:26]=3)[CH2:22]2)[CH:7]=1)=[O:16])([CH3:21])([CH3:20])[CH3:19] |f:2.3,5.6.7.8.9|. Reported procedure: To a solution of 3-bromo-5-[[1-(tert-butoxycarbonyl)-2(S)-pyrrolidinyl]methoxy]pyridine (89 mg, 0.25 mmol) and isoindoline (31 μL, 0.28 mmol, 1.1 equiv.) in anhydrous toluene (2 mL) were added successively sodium tert-butoxide (36 mg, 0.38 mmol, 1.5 equiv.), tris(dibenzylideneacetone)dipalladium(0) (4.6 mg, 5.0 μmol, 0.02 equiv.), and 4,5-bis(diphenylphosphino)-9,9-dimethylxanthene (Xantphos; 8.7 mg, 15 μmol, 0.06 equiv.). The mixture was degassed and purged with Ar (3 cycles), then warmed to 98...